From a dataset of the Open Reaction Database (ORD), a public repository of structured organic reaction records. describe an organic reaction: reactants, conditions, products, and yield Starting materials: O1CCCC1 (tetrahydrofuran), NC1=NC(=NC2=CC(=C(C=C12)OC)OC)N1CCNCC1 (4-amino-6,7-dimethoxy-2-(1-piperazinyl)quinazoline), C(C=CC=CC)(=O)Cl (2,4-hexadienoyl chloride). Solvent: C(C)N(CC)CC (triethylamine). Run at time 3 hour. Yields the product NC1=NC(=NC2=CC(=C(C=C12)OC)OC)N1CCN(CC1)C(C=CC=CC)=O (4-Amino-2-[4-(2,4-hexadienoyl)-1-piperazinyl]-6,7-dimethoxyquinazoline). The yield is 85.1%. As a reaction SMILES: O1CCCC1.[NH2:6][C:7]1[C:16]2[C:11](=[CH:12][C:13]([O:19][CH3:20])=[C:14]([O:17][CH3:18])[CH:15]=2)[N:10]=[C:9]([N:21]2[CH2:26][CH2:25][NH:24][CH2:23][CH2:22]2)[N:8]=1.[C:27](Cl)(=[O:33])[CH:28]=[CH:29][CH:30]=[CH:31][CH3:32]>C(N(CC)CC)C>[NH2:6][C:7]1[C:16]2[C:11](=[CH:12][C:13]([O:19][CH3:20])=[C:14]([O:17][CH3:18])[CH:15]=2)[N:10]=[C:9]([N:21]2[CH2:26][CH2:25][N:24]([C:27](=[O:33])[CH:28]=[CH:29][CH:30]=[CH:31][CH3:32])[CH2:23][CH2:22]2)[N:8]=1. Procedure: To 20 ml of tetrahydrofuran were added 1.16 g of 4-amino-6,7-dimethoxy-2-(1-piperazinyl)quinazoline and 1.5 g of triethylamine. There was then added 0.52 g of 2,4-hexadienoyl chloride, after which the mixture was stirred at room temperature for 3 hours. The reaction mixture was then concentrated by evaporation under reduced pressure, and the resulting residue was washed with water and recrystallized from ethanol, to give 1.3 g of the desired Compound No. 10 in the form of pale yellow powdery cry... The reactants are CC1=NOC(=C1)C1=CC=C(C=C1)F (3-Methyl-5-(4-fluorophenyl)isoxazole), [H][H] (hydrogen). The reagents and catalysts are [Pt](=O)=O (platinum(IV) oxide). The solvent is C(C)O (ethanol). Yields the product NC(=CC(=O)C1=CC=C(C=C1)F)C (3-Amino-1-(4-fluorophenyl)but-2-en-1-one). As a reaction SMILES: [CH3:1][C:2]1[CH:6]=[C:5]([C:7]2[CH:12]=[CH:11][C:10]([F:13])=[CH:9][CH:8]=2)[O:4][N:3]=1.[H][H]>[Pt](=O)=O.C(O)C>[NH2:3][C:2]([CH3:1])=[CH:6][C:5]([C:7]1[CH:8]=[CH:9][C:10]([F:13])=[CH:11][CH:12]=1)=[O:4]. Procedure: 3-Methyl-5-(4-fluorophenyl)isoxazole (620 mg, 3.49 mmol) is introduced into 16 ml of ethanol, platinum(IV) oxide catalyst (62 mg) is added, and the mixture is then hydrogenated under atmospheric pressure hydrogen for 12 h. The catalyst is filtered off and the filtrate is concentrated. 573 mg (91% of theory) of the title compound are obtained as a white solid.